Task: describe an organic reaction: reactants, conditions, products, and yield. Dataset: the Open Reaction Database (ORD), a public repository of structured organic reaction records Reactants: S(=S)(=O)([O-])[O-].[Na+].[Na+] (sodium thiosulfate), BrBr (bromine), C(C)(=O)[O-].[K+] (potassium acetate), BrBr (bromine), C(C)(=O)[O-].[K+] (potassium acetate), C(#N)C=1C=C(C=CC1F)C=1N=C(SC1)C(=O)OCC (Ethyl 4-(3-cyano-4-fluorophenyl)-1,3-thiazole-2-carboxylate). Solvent: C(C)(=O)O (acetic acid). Reaction conditions: temperature 100 celsius, time 48 hour. Product: BrC1=C(N=C(S1)C(=O)OCC)C1=CC(=C(C=C1)F)C#N (Ethyl 5-bromo-4-(3-cyano-4-fluorophenyl)-1,3-thiazole-2-carboxylate). Reaction SMILES: [Br:1]Br.C([O-])(=O)C.[K+].[C:8]([C:10]1[CH:11]=[C:12]([C:17]2[N:18]=[C:19]([C:22]([O:24][CH2:25][CH3:26])=[O:23])[S:20][CH:21]=2)[CH:13]=[CH:14][C:15]=1[F:16])#[N:9].S([O-])([O-])(=O)=S.[Na+].[Na+]>C(O)(=O)C>[Br:1][C:21]1[S:20][C:19]([C:22]([O:24][CH2:25][CH3:26])=[O:23])=[N:18][C:17]=1[C:12]1[CH:13]=[CH:14][C:15]([F:16])=[C:10]([C:8]#[N:9])[CH:11]=1 |f:1.2,4.5.6|. Procedure: At room temperature, 8.10 g (50.6 mmol) of bromine and 4.97 g (50.6 mmol) of potassium acetate are added to 1.40 g (5.07 mmol) of the compound from Example 28A in 80 ml of conc. acetic acid. The mixture is stirred at 100° C. for 48 h, whereby after 24 and 36 h, bromine (in each case 4.05 g, 25.3 mmol) and potassium acetate (in each case 2.49 g, 25.3 mmol) are again added. A 1M aqueous sodium thiosulfate solution is subsequently added, and the reaction solution is extracted with dichloromethane. ... Product: ClC1=C(C=CC=C1)C1=C(C=NC=C1)N(C(C1=CC(=CC(=C1)C(F)(F)F)C(F)(F)F)=O)CCOC (N-[4-(2-Chloro-phenyl)-pyridin-3-yl]-N-(2-methoxy-ethyl)-3,5-bis-trifluoromethyl-benzamide). RXN SMILES: [Cl:1][C:2]1[CH:7]=[CH:6][CH:5]=[CH:4][C:3]=1[C:8]1[CH:13]=[CH:12][N:11]=[CH:10][C:9]=1[NH:14][CH2:15][CH2:16][O:17][CH3:18].[F:19][C:20]([F:35])([F:34])[C:21]1[CH:22]=[C:23]([CH:27]=[C:28]([C:30]([F:33])([F:32])[F:31])[CH:29]=1)[C:24](Cl)=[O:25]>CCCCCCC.CCOC(C)=O>[Cl:1][C:2]1[CH:7]=[CH:6][CH:5]=[CH:4][C:3]=1[C:8]1[CH:13]=[CH:12][N:11]=[CH:10][C:9]=1[N:14]([CH2:15][CH2:16][O:17][CH3:18])[C:24](=[O:25])[C:23]1[CH:27]=[C:28]([C:30]([F:31])([F:32])[F:33])[CH:29]=[C:21]([C:20]([F:19])([F:34])[F:35])[CH:22]=1 |f:2.3|. Reactants: ClC1=C(C=CC=C1)C1=C(C=NC=C1)NCCOC ([4-(2-chloro-phenyl)-pyridin-3-yl]-(2-methoxy-ethyl)-amine), FC(C=1C=C(C(=O)Cl)C=C(C1)C(F)(F)F)(F)F (3,5-bis(trifluoromethyl)benzoyl chloride). Solvent: CCCCCCC.CCOC(=O)C (n-heptane EtOAc). Procedure: The title compound was prepared in analogy to example 72, intermediate, from [4-(2-chloro-phenyl)-pyridin-3-yl]-(2-methoxy-ethyl)-amine and 3,5-bis(trifluoromethyl)benzoyl chloride (CAS RN 1271-19-8) and using a gradient of n-heptane:EtOAc (100:0 to 50:50) for the chromatographic purification. Yellow solid (53%). MS (ESI): m/z=503.095 [M+H]+. Reactants: [Cl-].[Na+] (sodium chloride), C([O-])([O-])=O.[Na+].[Na+] (sodium carbonate), NC1=NC=C(N=C1)Br (2-amino-5-bromopyrazine), S1C(=CC=C1)B(O)O (2-thiopheneboronic acid). The reagents and catalysts are Cl[Pd]([P](C1=CC=CC=C1)(C2=CC=CC=C2)C3=CC=CC=C3)([P](C4=CC=CC=C4)(C5=CC=CC=C5)C6=CC=CC=C6)Cl (dichlorobis(triphenylphosphine)palladium(II)). Solvent: C(C)(=O)OCC (ethyl acetate), O (water), COCCOC (ethylene glycol dimethyl ether), C(C)O (ethanol). The product is S1C(=CC=C1)C=1N=CC(=NC1)N (5-thiophen-2-yl-pyrazin-2-ylamine). The yield is 52.4%. As a reaction SMILES: [NH2:1][C:2]1[CH:7]=[N:6][C:5](Br)=[CH:4][N:3]=1.[S:9]1[CH:13]=[CH:12][CH:11]=[C:10]1B(O)O.C(=O)([O-])[O-].[Na+].[Na+].[Cl-].[Na+]>COCCOC.C(O)C.C(OCC)(=O)C.O.Cl[Pd](Cl)([P](C1C=CC=CC=1)(C1C=CC=CC=1)C1C=CC=CC=1)[P](C1C=CC=CC=1)(C1C=CC=CC=1)C1C=CC=CC=1>[S:9]1[CH:13]=[CH:12][CH:11]=[C:10]1[C:5]1[N:6]=[CH:7][C:2]([NH2:1])=[N:3][CH:4]=1 |f:2.3.4,5.6,^1:43,62|. Procedure: A mixture of 2-amino-5-bromopyrazine (500 mg, 2.874 mmol), dichlorobis(triphenylphosphine)palladium(II) (290 mg, 0.413 mmol), 2-thiopheneboronic acid (500 mg, 3.907 mmol), and a saturated aqueous sodium carbonate solution (4 mL) in ethylene glycol dimethyl ether (8 mL) and ethanol (8 mL) was heated under reflux overnight. The reaction mixture was cooled, diluted with ethyl acetate, water, and a saturated aqueous sodium chloride solution. After mixing, the layers were separated. The aqueous layer... Reactants: Cc1cc(N)ccc1Br, C1CCOC1, CCOCC, N#CBr. Yields the product Cc1cc(NC#N)ccc1Br. Reaction SMILES: [Br:4][c:5]1[c:6]([CH3:12])[cH:7][c:8]([NH2:9])[cH:10][cH:11]1.[CH2:18]1[O:19][CH2:20][CH2:21][CH2:22]1.[CH3:13][CH2:14][O:15][CH2:16][CH3:17].[N:1]#[C:2][Br:3]>>[N:1]#[C:2][NH:9][c:8]1[cH:7][c:6]([CH3:12])[c:5]([Br:4])[cH:11][cH:10]1. The reactants are BrC1=CC=C(C=C1)C1=C(C(=NO1)C)C(C(C=C)(F)F)O (1-[5-(4-bromo-phenyl)-3-methyl-isoxazol-4-yl]-2,2-difluoro-but-3-en-1-ol), C(C)OC(=O)C1(CC1)C1=CC=C(C=C1)B1OC(C(O1)(C)C)(C)C (1-[4-(4,4,5,5-tetramethyl-[1,3,2]dioxaborolan-2-yl)-phenyl]-cyclopropanecarboxylic acid ethyl ester). Reagents/catalysts: Cl[Pd]([P](C1=CC=CC=C1)(C2=CC=CC=C2)C3=CC=CC=C3)([P](C4=CC=CC=C4)(C5=CC=CC=C5)C6=CC=CC=C6)Cl (dichlorobis(triphenylphosphine)palladium(II)). Yields the product C(C)OC(=O)C1(CC1)C1=CC=C(C=C1)C1=CC=C(C=C1)C1=C(C(=NO1)C)C(C(C=C)(F)F)O (1-{4′-[4-(2,2-Difluoro-1-hydroxy-but-3-enyl)-3-methyl-isoxazol-5-yl]-biphenyl-4-yl}-cyclopropanecarboxylic acid ethyl ester). Reaction SMILES: Br[C:2]1[CH:7]=[CH:6][C:5]([C:8]2[O:12][N:11]=[C:10]([CH3:13])[C:9]=2[CH:14]([OH:20])[C:15]([F:19])([F:18])[CH:16]=[CH2:17])=[CH:4][CH:3]=1.[CH2:21]([O:23][C:24]([C:26]1([C:29]2[CH:34]=[CH:33][C:32](B3OC(C)(C)C(C)(C)O3)=[CH:31][CH:30]=2)[CH2:28][CH2:27]1)=[O:25])[CH3:22]>Cl[Pd](Cl)([P](C1C=CC=CC=1)(C1C=CC=CC=1)C1C=CC=CC=1)[P](C1C=CC=CC=1)(C1C=CC=CC=1)C1C=CC=CC=1>[CH2:21]([O:23][C:24]([C:26]1([C:29]2[CH:34]=[CH:33][C:32]([C:2]3[CH:7]=[CH:6][C:5]([C:8]4[O:12][N:11]=[C:10]([CH3:13])[C:9]=4[CH:14]([OH:20])[C:15]([F:19])([F:18])[CH:16]=[CH2:17])=[CH:4][CH:3]=3)=[CH:31][CH:30]=2)[CH2:27][CH2:28]1)=[O:25])[CH3:22] |^1:46,65|. Reported procedure: Prepared according to the procedure described in Example 3, Step 5, using dichlorobis(triphenylphosphine)palladium(II) as the catalyst and using 1-[5-(4-bromo-phenyl)-3-methyl-isoxazol-4-yl]-2,2-difluoro-but-3-en-1-ol and 1-[4-(4,4,5,5-tetramethyl-[1,3,2]dioxaborolan-2-yl)-phenyl]-cyclopropanecarboxylic acid ethyl ester. Reactants: FC(C(=O)C(C(=O)OCC)=CN(C)C)(F)F (ethyl 2-trifluoroacetyl-3-(N,N-dimethylamino)-2-propenoate), FC(C(CC(=O)OCC)=O)(F)F (ethyl trifluoroacetoacetate), DMF acetals, alcohol, FC(C(=O)C(C(=O)OCC)=CN(C)C)(F)F (ethyl 2-trifluoroacetyl-3-(N,N-dimethylamino)-2-propenoate), FC(C(=O)C(C(=O)OCC)=CN(C)C)(F)F (ethyl 2-trifluoroacetyl-3-(N,N-dimethylamino)-2-propenoate), FC(C(CC(=O)OCC)=O)(F)F (ethyl trifluoroacetoacetate), DMF acetals. The solvent is C(C)(=O)O (acetic acid). The product is CN(C)C=CC(=O)OCC (ethyl 3-(N,N-dimethylamino)-2-propenoate). RXN SMILES: FC(F)(F)C([C:5](=[CH:11][N:12]([CH3:14])[CH3:13])[C:6]([O:8][CH2:9][CH3:10])=[O:7])=O.FC(F)(F)C(=O)CC(OCC)=O>C(O)(=O)C>[CH3:13][N:12]([CH:11]=[CH:5][C:6]([O:8][CH2:9][CH3:10])=[O:7])[CH3:14]. Procedure: I have found surprisingly conditions which allow the preparation of ethyl 2-trifluoroacetyl-3-(N,N-dimethylamino)-2-propenoate (2) from ethyl trifluoroacetoacetate and DMF acetals according to a general one-step reaction. Specifically, I found that compound 2 can be prepared in good yields (61-85%) by reacting ethyl trifluoroacetoacetate with DMF acetals in the presence of an organic acid such as acetic acid. While not wishing to be bound by theory, the success of this reaction condition appears... Reactants: C(=O)OCCCN1C(N(C2=C(C1=O)C(=C(C=N2)OC2=CC(=CC=C2)C(F)(F)F)CC2=CC=C(C=C2)C(F)(F)F)C)=O (3-(1-methyl-2,4-dioxo-5-(4-(trifluoromethyl)benzyl)-6-(3-(trifluoromethyl) phenoxy)-1,2-dihydropyrido[2,3-d]pyrimidin-3(4H)-yl)propyl formate), O[Li].O (LiOH.H2O). Run in C1CCOC1 (THF). Conditions: time 10 minute. The product is OCCCN1C(N(C2=C(C1=O)C(=C(C=N2)OC2=CC(=CC=C2)C(F)(F)F)CC2=CC=C(C=C2)C(F)(F)F)C)=O (3-(3-hydroxypropyl)-1-methyl-5-(4-(trifluoromethyl)benzyl)-6-(3-(trifluoromethyl)phenoxy)pyrido[2,3-d]pyrimidine-2,4 (1H,3H)-dione). Isolated yield 14.0%. RXN SMILES: C([O:3][CH2:4][CH2:5][CH2:6][N:7]1[C:12](=[O:13])[C:11]2[C:14]([CH2:29][C:30]3[CH:35]=[CH:34][C:33]([C:36]([F:39])([F:38])[F:37])=[CH:32][CH:31]=3)=[C:15]([O:18][C:19]3[CH:24]=[CH:23][CH:22]=[C:21]([C:25]([F:28])([F:27])[F:26])[CH:20]=3)[CH:16]=[N:17][C:10]=2[N:9]([CH3:40])[C:8]1=[O:41])=O.O[Li].O>C1COCC1>[OH:3][CH2:4][CH2:5][CH2:6][N:7]1[C:12](=[O:13])[C:11]2[C:14]([CH2:29][C:30]3[CH:31]=[CH:32][C:33]([C:36]([F:39])([F:38])[F:37])=[CH:34][CH:35]=3)=[C:15]([O:18][C:19]3[CH:24]=[CH:23][CH:22]=[C:21]([C:25]([F:26])([F:27])[F:28])[CH:20]=3)[CH:16]=[N:17][C:10]=2[N:9]([CH3:40])[C:8]1=[O:41] |f:1.2|. Procedure details: To a solution of 3-(1-methyl-2,4-dioxo-5-(4-(trifluoromethyl)benzyl)-6-(3-(trifluoromethyl) phenoxy)-1,2-dihydropyrido[2,3-d]pyrimidin-3(4H)-yl)propyl formate (150 mg, 0.258 mmol) in THF (2 mL) was added aq. LiOH.H2O (1 mL, 0.5 M). The reaction was stirred at RT for 10 min then extracted with EA (50 mL). The organic layer was washed with brine (10 mL), dried over Na2SO4 and concentrated to a residue which was purified by Prep HPLC to give 3-(3-hydroxypropyl)-1-methyl-5-(4-(trifluoromethyl)benzyl...